Dataset: the Open Reaction Database (ORD), a public repository of structured organic reaction records. Task: describe an organic reaction: reactants, conditions, products, and yield Reported procedure: Reaction and post-treatment were carried out in the same manner as in Example 2-(a) except for using tert-butyl(tert-butoxycarbonyl{6-[(pyridin-3-ylsulfonyl)aminomethyl]pyridin-2-yl}amino)acetate (934 mg, 1.95 mmol) obtained in Reference Example 12-(d) in place of N-[4-(thiazol-2-yl)benzyl]pyridin-3-ylsulfonamide, and using 4-(pyridin-2-yl)benzyl alcohol (397 mg, 2.14 mmol) in place of tert-butyl [tert-butoxycarbonyl(6-hydroxymethylpyridin-2-yl)amino]acetate to afford the title compound (1.76 g)... Reaction SMILES: [C:1]([O:5][C:6](=[O:33])[CH2:7][N:8]([C:26]([O:28][C:29]([CH3:32])([CH3:31])[CH3:30])=[O:27])[C:9]1[CH:14]=[CH:13][CH:12]=[C:11]([CH2:15][NH:16][S:17]([C:20]2[CH:21]=[N:22][CH:23]=[CH:24][CH:25]=2)(=[O:19])=[O:18])[N:10]=1)([CH3:4])([CH3:3])[CH3:2].S1C=CN=C1C1C=CC(CNS(C2C=NC=CC=2)(=O)=O)=CC=1.[N:56]1[CH:61]=[CH:60][CH:59]=[CH:58][C:57]=1[C:62]1[CH:69]=[CH:68][C:65]([CH2:66]O)=[CH:64][CH:63]=1>>[C:1]([O:5][C:6](=[O:33])[CH2:7][N:8]([C:26]([O:28][C:29]([CH3:32])([CH3:31])[CH3:30])=[O:27])[C:9]1[CH:14]=[CH:13][CH:12]=[C:11]([CH:15]([CH2:66][C:65]2[CH:64]=[CH:63][C:62]([C:57]3[CH:58]=[CH:59][CH:60]=[CH:61][N:56]=3)=[CH:69][CH:68]=2)[NH:16][S:17]([C:20]2[CH:21]=[N:22][CH:23]=[CH:24][CH:25]=2)(=[O:18])=[O:19])[N:10]=1)([CH3:4])([CH3:3])[CH3:2]. The yield is 139.8%. Reactants: C(C)(C)(C)OC(CN(C1=NC(=CC=C1)CNS(=O)(=O)C=1C=NC=CC1)C(=O)OC(C)(C)C)=O (tert-butyl(tert-butoxycarbonyl{6-[(pyridin-3-ylsulfonyl)aminomethyl]pyridin-2-yl}amino)acetate), S1C(=NC=C1)C1=CC=C(CNS(=O)(=O)C=2C=NC=CC2)C=C1 (N-[4-(thiazol-2-yl)benzyl]pyridin-3-ylsulfonamide), N1=C(C=CC=C1)C1=CC=C(CO)C=C1 (4-(pyridin-2-yl)benzyl alcohol). The product is C(C)(C)(C)OC(CN(C1=NC(=CC=C1)C(NS(=O)(=O)C=1C=NC=CC1)CC1=CC=C(C=C1)C1=NC=CC=C1)C(=O)OC(C)(C)C)=O (tert-Butyl[tert-butoxycarbonyl(6-{[4-(pyridin-2-yl)benzyl](pyridin-3-ylsulfonyl)aminomethyl}pyridin-2-yl)amino]acetate). Reactants: [NH2-].[Li+] (lithium amide), Cl[SiH]1N(C=CN1C(C)(C)C)C(C)(C)C (2-chloro-1,3-di-tert-butyl-1,3-diaza-2-silacyclopent-4-ene), CCCCCC (hexane). Run in COCCOC (1,2-dimethoxyethane). Reaction conditions: time 2 hour. Yields the product N[SiH]1N(C=CN1C(C)(C)C)C(C)(C)C (2-amino-1,3-di-tert-butyl-1,3-diaza-2-silacyclopent-4-ene). The yield is 92.0%. As a reaction SMILES: [NH2-:1].[Li+].Cl[SiH:4]1[N:8]([C:9]([CH3:12])([CH3:11])[CH3:10])[CH:7]=[CH:6][N:5]1[C:13]([CH3:16])([CH3:15])[CH3:14].CCCCCC>COCCOC>[NH2:1][SiH:4]1[N:8]([C:9]([CH3:12])([CH3:11])[CH3:10])[CH:7]=[CH:6][N:5]1[C:13]([CH3:16])([CH3:15])[CH3:14] |f:0.1|. Procedure: In an argon atmosphere, 505 mg (purity: 95%, 20.9 mmol) of lithium amide was suspended in 20 mL of 1,2-dimethoxyethane and after adding 4.65 g (20.0 mmol) of Si(tBuNCHCHNtBu)(H)Cl, the mixture was stirred at room temperature for 2 hours. Subsequently, 20 mL of hexane was added to the reaction mixture, and the mixture was stirred at room temperature for 10 minutes. Insoluble matters produced were separated by filtration, and the solvent was removed by distillation from the filtrate under atmosphe... Reactants: C(#N)C1=CC=C(C=C1)N=C=S (4-cyanophenyl isothiocyanate), CC(C(C)N)(C)C ((±) 3,3-dimethyl-2-aminobutane). The solvent is C1CCOC1 (THF), C1CCOC1 (THF). Run at time 8 hour. Product: C(#N)C1=CC=C(C=C1)NC(=S)NC(C(C)(C)C)C (1-(4-cyanophenyl)-3-(1,2,2-trimethyl-propyl)-thiourea). Isolated yield 95.5%. RXN SMILES: [C:1]([C:3]1[CH:8]=[CH:7][C:6]([N:9]=[C:10]=[S:11])=[CH:5][CH:4]=1)#[N:2].[CH3:12][C:13]([CH3:18])([CH3:17])[CH:14]([NH2:16])[CH3:15]>C1COCC1>[C:1]([C:3]1[CH:4]=[CH:5][C:6]([NH:9][C:10]([NH:16][CH:14]([CH3:15])[C:13]([CH3:18])([CH3:17])[CH3:12])=[S:11])=[CH:7][CH:8]=1)#[N:2]. Reported procedure: To a solution of 4-cyanophenyl isothiocyanate (2.00 g, 12.5 mmol) in THF (50 mL) at room temperature was added a solution of (±) 3,3-dimethyl-2-aminobutane (2.00 mL, 14.5 mmol) in THF (12 mL) and the reaction was stirred overnight at room temperature. The mixture was concentrated in vacuo and the resulting residue was triturated with diethyl ether and filtered to afford 3.12 g (96%) of 1-(4-cyanophenyl)-3-(1,2,2-trimethyl-propyl)-thiourea as a white solid which was used without further purificat... The reactants are CCOC(=O)C(=O)c1cn(Cc2ccccc2)c2ccc(-c3ccc(OC(F)(F)F)cc3)cc12, C1CCOC1, Cl, [K+], [OH-], O. The product is O=C(O)C(=O)c1cn(Cc2ccccc2)c2ccc(-c3ccc(OC(F)(F)F)cc3)cc12. Reaction SMILES: [CH2:1]([c:2]1[cH:3][cH:4][cH:5][cH:6][cH:7]1)[n:8]1[cH:9][c:10]([C:28]([C:29](=[O:30])[O:31][CH2:32][CH3:33])=[O:34])[c:11]2[cH:12][c:13](-[c:17]3[cH:18][cH:19][c:20]([O:23][C:24]([F:25])([F:26])[F:27])[cH:21][cH:22]3)[cH:14][cH:15][c:16]12.[CH2:38]1[O:39][CH2:40][CH2:41][CH2:42]1.[ClH:37].[K+:36].[OH-:35].[OH2:43]>>[CH2:1]([c:2]1[cH:3][cH:4][cH:5][cH:6][cH:7]1)[n:8]1[cH:9][c:10]([C:28]([C:29](=[O:30])[OH:31])=[O:34])[c:11]2[cH:12][c:13](-[c:17]3[cH:18][cH:19][c:20]([O:23][C:24]([F:25])([F:26])[F:27])[cH:21][cH:22]3)[cH:14][cH:15][c:16]12. Starting materials: C(C1=CC=CC=C1)OC=1C(=NC=C(C1)Cl)C(=O)NCCNC(OC(C)(C)C)=O (t-butyl [2-(3-benzyloxy-5-chloropyridine-2-carboxamido)ethyl]carbamate). Solvent: FC(C(=O)O)(F)F (trifluoroacetic acid). Product: Cl.NCCNC(=O)C1=NC=C(C=C1O)Cl (N-(2-aminoethyl)-3-hydroxy-5-chloropyridine-2-carboxamide hydrochloride). As a reaction SMILES: C([O:8][C:9]1[C:10]([C:16]([NH:18][CH2:19][CH2:20][NH:21]C(=O)OC(C)(C)C)=[O:17])=[N:11][CH:12]=[C:13]([Cl:15])[CH:14]=1)C1C=CC=CC=1>FC(F)(F)C(O)=O>[ClH:15].[NH2:21][CH2:20][CH2:19][NH:18][C:16]([C:10]1[C:9]([OH:8])=[CH:14][C:13]([Cl:15])=[CH:12][N:11]=1)=[O:17] |f:2.3|. Reported procedure: A solution of 1.95 g of t-butyl [2-(3-benzyloxy-5-chloropyridine-2-carboxamido)ethyl]carbamate, m.p. 130°-133°, in 30 ml of trifluoroacetic acid was stirred at 50° for 7 hours. The mixture was thereafter evaporated to dryness on a rotary evaporator, the residue was dissolved in methanol and the solution was treated with hydrogen chloride in methanol (6N). After recrystallization from methanol there was obtained N-(2-aminoethyl)-3-hydroxy-5-chloropyridine-2-carboxamide hydrochloride, m.p. 220°-22... Starting materials: ClC=1C=C2C(C(NC2=CC1)=O)(C1=C(C=CC(=C1)C)OC)N1[C@H](C(=O)N(C)C)C[C@H](C1)OCCO ((4R)-1-[5-chloro-3-(2-methoxy-5-methylphenyl)-2-oxo-2,3-dihydro-1H-indol-3-yl]-4-(2-hydrox yethoxy)-N,N-dimethyl-L-prolinamide), COC1=CC(=C(C=C1)S(=O)(=O)Cl)OC(F)(F)F (4-methoxy-2-(trifluoromethoxy)benzene sulfonyl chloride). The product is ClC=1C=C2C(C(N(C2=CC1)S(=O)(=O)C1=C(C=C(C=C1)OC)OC(F)(F)F)=O)(C1=C(C=CC(=C1)C)OC)N1[C@H](C(=O)N(C)C)C[C@H](C1)OCCO ((4R)-1-(5-chloro-3-(2-methoxy-5-methylphenyl)-1-{[4-methoxy-2-(trifluoromethoxy)phenyl]sulfonyl}-2-oxo-2,3-dihydro-1H-indol-3-yl)-4-(2-hydroxyethoxy)-N,N-dimethyl-L-prolinamide). The yield is 4.3%. RXN SMILES: [Cl:1][C:2]1[CH:3]=[C:4]2[C:8](=[CH:9][CH:10]=1)[NH:7][C:6](=[O:11])[C:5]2([N:21]1[CH2:30][C@H:29]([O:31][CH2:32][CH2:33][OH:34])[CH2:28][C@H:22]1[C:23]([N:25]([CH3:27])[CH3:26])=[O:24])[C:12]1[CH:17]=[C:16]([CH3:18])[CH:15]=[CH:14][C:13]=1[O:19][CH3:20].[CH3:35][O:36][C:37]1[CH:42]=[CH:41][C:40]([S:43](Cl)(=[O:45])=[O:44])=[C:39]([O:47][C:48]([F:51])([F:50])[F:49])[CH:38]=1>>[Cl:1][C:2]1[CH:3]=[C:4]2[C:8](=[CH:9][CH:10]=1)[N:7]([S:43]([C:40]1[CH:41]=[CH:42][C:37]([O:36][CH3:35])=[CH:38][C:39]=1[O:47][C:48]([F:49])([F:50])[F:51])(=[O:45])=[O:44])[C:6](=[O:11])[C:5]2([N:21]1[CH2:30][C@H:29]([O:31][CH2:32][CH2:33][OH:34])[CH2:28][C@H:22]1[C:23]([N:25]([CH3:27])[CH3:26])=[O:24])[C:12]1[CH:17]=[C:16]([CH3:18])[CH:15]=[CH:14][C:13]=1[O:19][CH3:20]. Procedure: With 750 mg of the compound obtained in Step 141-4 and 491 mg of 4-methoxy-2-(trifluoromethoxy)benzene sulfonyl chloride as starting material, 49 mg of the title compound (amorphous) was obtained by a similar procedure to Example 2. [α]D25=−113° (c=0.150, CHCl3) The reactants are O(C1=CC=CC=C1)C1=CC=C(CN)C=C1 (4-phenoxybenzylamine), NC1=CC2=C(OC(OC2=O)(C)C)C=C1 (6-amino-2,2-dimethyl-4H-1,3-benzodioxin-4-one), ClCC=1SC=C(N1)C(=O)Cl (2-(chloromethyl)-1,3-thiazole-4-carbonyl chloride), C(C1=CC=CC=C1)(=O)Cl (benzoyl chloride). Yields the product C(C1=CC=CC=C1)(=O)N(C=1C=CC(=C(C(=O)O)C1)O)CC=1SC=C(N1)C(=O)NCC1=CC=C(C=C1)OC1=CC=CC=C1 (5-{benzoyl[(4-{[(4-phenoxybenzyl)amino]carbonyl}-1,3-thiazol-2-yl)methyl]amino}-2-hydroxybenzoic acid). RXN SMILES: [O:1]([C:8]1[CH:15]=[CH:14][C:11]([CH2:12][NH2:13])=[CH:10][CH:9]=1)[C:2]1[CH:7]=[CH:6][CH:5]=[CH:4][CH:3]=1.Cl[CH2:17][C:18]1[S:19][CH:20]=[C:21]([C:23](Cl)=[O:24])[N:22]=1.[C:26](Cl)(=[O:33])[C:27]1[CH:32]=[CH:31][CH:30]=[CH:29][CH:28]=1.[NH2:35][C:36]1[CH:48]=[CH:47][C:39]2[O:40]C(C)(C)[O:42][C:43](=[O:44])[C:38]=2[CH:37]=1>>[C:26]([N:35]([CH2:17][C:18]1[S:19][CH:20]=[C:21]([C:23]([NH:13][CH2:12][C:11]2[CH:10]=[CH:9][C:8]([O:1][C:2]3[CH:3]=[CH:4][CH:5]=[CH:6][CH:7]=3)=[CH:15][CH:14]=2)=[O:24])[N:22]=1)[C:36]1[CH:48]=[CH:47][C:39]([OH:40])=[C:38]([CH:37]=1)[C:43]([OH:44])=[O:42])(=[O:33])[C:27]1[CH:32]=[CH:31][CH:30]=[CH:29][CH:28]=1. Procedure details: The title compound was prepared following the procedure A using 4-phenoxybenzylamine, 2-(chloromethyl)-1,3-thiazole-4-carbonyl chloride, benzoyl chloride and 6-amino-2,2-dimethyl-4H-1,3-benzodioxin-4-one. M+(ESI): 580.9 Starting materials: Cc1cc(C#N)cnc1C(=O)Nc1ccc(F)c(C2(C)COC(C)(C(F)(F)F)C(NC(=O)OC(C)(C)C)=N2)c1, ClCCl, O=C(O)C(F)(F)F, [K+], [K+], O=C([O-])[O-]. Yields the product Cc1cc(C#N)cnc1C(=O)Nc1ccc(F)c(C2(C)COC(C)(C(F)(F)F)C(N)=N2)c1. RXN SMILES: [C:1]([O:2][C:3](=[O:4])[NH:7][C:8]1=[N:13][C:12]([CH3:14])([c:15]2[c:16]([F:33])[cH:17][cH:18][c:19]([NH:21][C:22](=[O:23])[c:24]3[n:25][cH:26][c:27]([C:31]#[N:32])[cH:28][c:29]3[CH3:30])[cH:20]2)[CH2:11][O:10][C:9]1([C:34]([F:35])([F:36])[F:37])[CH3:38])([CH3:5])([CH3:6])[CH3:39].[Cl:53][CH2:54][Cl:55].[F:40][C:41]([F:42])([F:43])[C:44]([OH:45])=[O:46].[K+:47].[K+:48].[O-:49][C:50]([O-:51])=[O:52]>>[NH2:7][C:8]1=[N:13][C:12]([CH3:14])([c:15]2[c:16]([F:33])[cH:17][cH:18][c:19]([NH:21][C:22](=[O:23])[c:24]3[n:25][cH:26][c:27]([C:31]#[N:32])[cH:28][c:29]3[CH3:30])[cH:20]2)[CH2:11][O:10][C:9]1([C:34]([F:35])([F:36])[F:37])[CH3:38]. Starting materials: three, C(CC)C1=CC=C(C(=S)S)C=C1 (4-propyldithiobenzoic acid), S(=O)(Cl)Cl (thionyl chloride). Run in C(C)OCC (diethyl ether). Run at time 5 minute. The product is C(CC)C1=CC=C(C(=S)Cl)C=C1 (4-propylthiobenzoic acid chloride). Isolated yield 102.1%. Reaction SMILES: [CH2:1]([C:4]1[CH:12]=[CH:11][C:7]([C:8](S)=[S:9])=[CH:6][CH:5]=1)[CH2:2][CH3:3].S(Cl)([Cl:15])=O>C(OCC)C>[CH2:1]([C:4]1[CH:12]=[CH:11][C:7]([C:8]([Cl:15])=[S:9])=[CH:6][CH:5]=1)[CH2:2][CH3:3]. Procedure: To a 300 ml three neck flask provided with a stirrer, thermometer, cooling tube, and dropping funnel were added 11.1 g (56.7 mmol) of the 4-propyldithiobenzoic acid obtained by the procedures described above and 60 ml of diethyl ether, and 13.5 g (113.4 mmol) of thionyl chloride was added dropwise thereto while being stirred at room temperature in 5 minutes, and further heated to reflux for 8 hours. From the reaction mixture, diethyl ether was distilled off, and unreacted thionyl chloride was di...